Dataset: the Open Reaction Database (ORD), a public repository of structured organic reaction records. Task: describe an organic reaction: reactants, conditions, products, and yield Reactants: N1CC(CC1)COC=1C(=NC=CC1)C(=O)OCC (ethyl 3-(pyrrolidin-3-ylmethoxy)picolinate), FC([C@@H]1CC[C@H](CC1)C(=O)O)(F)F (trans-4-(trifluoromethyl)cyclohexanecarboxylic acid), N1C(=CC2=CC=CC=C12)C(=O)O (indole-2-carboxylic acid). Yields the product FC([C@@H]1CC[C@H](CC1)C(=O)N1CC(CC1)COC=1C(=NC=CC1)C(=O)OCC)(F)F (ethyl 3-((1-(trans-4-(trifluoromethyl)cyclohexanecarbonyl)pyrrolidin-3-yl)methoxy)picolinate). Reaction SMILES: [NH:1]1[CH2:5][CH2:4][CH:3]([CH2:6][O:7][C:8]2[C:9]([C:14]([O:16][CH2:17][CH3:18])=[O:15])=[N:10][CH:11]=[CH:12][CH:13]=2)[CH2:2]1.[F:19][C:20]([F:31])([F:30])[C@H:21]1[CH2:26][CH2:25][C@H:24]([C:27](O)=[O:28])[CH2:23][CH2:22]1.N1C2C(=CC=CC=2)C=C1C(O)=O>>[F:19][C:20]([F:30])([F:31])[C@H:21]1[CH2:22][CH2:23][C@H:24]([C:27]([N:1]2[CH2:5][CH2:4][CH:3]([CH2:6][O:7][C:8]3[C:9]([C:14]([O:16][CH2:17][CH3:18])=[O:15])=[N:10][CH:11]=[CH:12][CH:13]=3)[CH2:2]2)=[O:28])[CH2:25][CH2:26]1. Procedure details: The title compound was prepared according to the procedure described in Step 3 of EXAMPLE 1 using ethyl 3-(pyrrolidin-3-ylmethoxy)picolinate (EXAMPLE 92, Step 2) and trans-4-(trifluoromethyl)cyclohexanecarboxylic acid instead of (R)-3-(pyrrolidin-2-ylmethoxy)picolinamide dihydrochloride and indole-2-carboxylic acid. Reactants: CC(C)=O, CC(C)O, CC(C)(CO)Nc1cc(Cl)ccc1[N+](=O)[O-]. Product: CC(C)(Nc1cc(Cl)ccc1[N+](=O)[O-])C(=O)O. As a reaction SMILES: [CH3:17][C:18]([CH3:19])=[O:20].[CH:21]([OH:22])([CH3:23])[CH3:24].[Cl:1][c:2]1[cH:3][cH:4][c:5]([N+:14](=[O:15])[O-:16])[c:6]([NH:8][C:9]([CH2:10][OH:11])([CH3:12])[CH3:13])[cH:7]1>>[Cl:1][c:2]1[cH:3][cH:4][c:5]([N+:14](=[O:15])[O-:16])[c:6]([NH:8][C:9]([C:10](=[O:11])[OH:20])([CH3:12])[CH3:13])[cH:7]1.